From a dataset of the Open Reaction Database (ORD), a public repository of structured organic reaction records. describe an organic reaction: reactants, conditions, products, and yield Reactants: COCCOC (DME), Si-Thiol, BrC=1C(=NC=C(C(=O)NC2=CC=C(C=C2)OC(F)(F)F)C1)N1C[C@@H](CC1)O ((R)-5-Bromo-6-(3-hydroxypyrrolidin-1-yl)-N-(4-(trifluoromethoxy)phenyl)nicotinamide), CC1(OB(OC1(C)C)C=1C=NC=C(C#N)C1)C (5-(4,4,5,5-tetramethyl-1,3,2-dioxaborolan-2-yl)nicotinonitrile), C(=O)([O-])[O-].[Na+].[Na+] (Na2CO3). The reagents and catalysts are Cl[Pd]([P](C1=CC=CC=C1)(C2=CC=CC=C2)C3=CC=CC=C3)([P](C4=CC=CC=C4)(C5=CC=CC=C5)C6=CC=CC=C6)Cl (Pd(PPh3)2Cl2). Solvent: CCO (EtOH), O (water). Product: C(#N)C=1C=C(C=NC1)C=1C(=NC=C(C1)C(=O)NC1=CC=C(C=C1)OC(F)(F)F)N1C[C@@H](CC1)O ((R)-5′-Cyano-2-(3-hydroxypyrrolidin-1-yl)-N-(4-(trifluoromethoxy)phenyl)-[3,3′-bipyridine]-5-carboxamide). As a reaction SMILES: Br[C:2]1[C:3]([N:22]2[CH2:26][CH2:25][C@@H:24]([OH:27])[CH2:23]2)=[N:4][CH:5]=[C:6]([CH:21]=1)[C:7]([NH:9][C:10]1[CH:15]=[CH:14][C:13]([O:16][C:17]([F:20])([F:19])[F:18])=[CH:12][CH:11]=1)=[O:8].CC1(C)C(C)(C)OB([C:36]2[CH:37]=[N:38][CH:39]=[C:40]([CH:43]=2)[C:41]#[N:42])O1.C([O-])([O-])=O.[Na+].[Na+].COCCOC>Cl[Pd](Cl)([P](C1C=CC=CC=1)(C1C=CC=CC=1)C1C=CC=CC=1)[P](C1C=CC=CC=1)(C1C=CC=CC=1)C1C=CC=CC=1.CCO.O>[C:41]([C:40]1[CH:43]=[C:36]([C:2]2[C:3]([N:22]3[CH2:26][CH2:25][C@@H:24]([OH:27])[CH2:23]3)=[N:4][CH:5]=[C:6]([C:7]([NH:9][C:10]3[CH:11]=[CH:12][C:13]([O:16][C:17]([F:20])([F:18])[F:19])=[CH:14][CH:15]=3)=[O:8])[CH:21]=2)[CH:37]=[N:38][CH:39]=1)#[N:42] |f:2.3.4,^1:59,78|. Reported procedure: (R)-5-Bromo-6-(3-hydroxypyrrolidin-1-yl)-N-(4-(trifluoromethoxy)phenyl)nicotinamide (Stage 35.1, 200 mg, 0.448 mmol), 5-(4,4,5,5-tetramethyl-1,3,2-dioxaborolan-2-yl)nicotinonitrile (206 mg, 0.896 mmol), Pd(PPh3)2Cl2 (31.5 mg, 0.045 mmol) and Na2CO3 (143 mg, 1.345 mmol) were added to a MW vial and treated with a mixture of DME (1.902 mL), water (543 μL) and EtOH (272 μL). The vial was sealed, evacuated/purged with argon and then the RM was subjected to MW irradiation at 120° C. for 10 min, then c...